This data is from the Open Reaction Database (ORD), a public repository of structured organic reaction records. The task is: describe an organic reaction: reactants, conditions, products, and yield The reactants are CCOC(=O)C(Nc1ccc(Br)cc1)c1c(Cl)ccc(Cl)c1Cl, Cc1ccccc1, O=C(Cl)CCl. Product: CCOC(=O)C(c1c(Cl)ccc(Cl)c1Cl)N(C(=O)CCl)c1ccc(Br)cc1. RXN SMILES: [Br:1][c:2]1[cH:3][cH:4][c:5]([NH:8][CH:9]([C:10](=[O:11])[O:12][CH2:13][CH3:14])[c:15]2[c:16]([Cl:23])[c:17]([Cl:22])[cH:18][cH:19][c:20]2[Cl:21])[cH:6][cH:7]1.[CH3:29][c:30]1[cH:31][cH:32][cH:33][cH:34][cH:35]1.[Cl:24][CH2:25][C:26](=[O:27])[Cl:28]>>[Br:1][c:2]1[cH:3][cH:4][c:5]([N:8]([CH:9]([C:10](=[O:11])[O:12][CH2:13][CH3:14])[c:15]2[c:16]([Cl:23])[c:17]([Cl:22])[cH:18][cH:19][c:20]2[Cl:21])[C:26]([CH2:25][Cl:24])=[O:27])[cH:6][cH:7]1. Reactants: CC(C)=O, CC(C)(CO)C1CCN(CC#Cc2cc(C(F)(F)F)cc(C(F)(F)F)c2)CC1, O=[N+]([O-])O. The product is CC(C)(CO)C1CCN(CC#Cc2cc(C(F)(F)F)cc(C(F)(F)F)c2)CC1, O=[N+]([O-])O. Reaction SMILES: [CH3:33][C:34](=[O:35])[CH3:36].[F:1][C:2]([c:3]1[cH:4][c:5]([C:13]#[C:14][CH2:15][N:16]2[CH2:17][CH2:18][CH:19]([C:22]([CH2:23][OH:24])([CH3:25])[CH3:26])[CH2:20][CH2:21]2)[cH:6][c:7]([C:9]([F:10])([F:11])[F:12])[cH:8]1)([F:27])[F:28].[OH:29][N+:30]([O-:31])=[O:32]>>[F:1][C:2]([c:3]1[cH:4][c:5]([C:13]#[C:14][CH2:15][N:16]2[CH2:17][CH2:18][CH:19]([C:22]([CH2:23][OH:24])([CH3:25])[CH3:26])[CH2:20][CH2:21]2)[cH:6][c:7]([C:9]([F:10])([F:11])[F:12])[cH:8]1)([F:27])[F:28].[O:29]=[N+:30]([OH:31])[O-:32]. The reactants are CC1=C(C=CC(=C1)[N+](=O)[O-])C1=CC=CC=C1 (2-Methyl-4-nitro-1-phenylbenzene). Reagents/catalysts: [Pd] (palladium on charcoal). Solvent: C(C)O (ethanol). The product is NC1=CC(=C(C=C1)C1=CC=CC=C1)C (4-amino-2-methyl-1-phenylbenzene). The yield is 95.4%. As a reaction SMILES: [CH3:1][C:2]1[CH:7]=[C:6]([N+:8]([O-])=O)[CH:5]=[CH:4][C:3]=1[C:11]1[CH:16]=[CH:15][CH:14]=[CH:13][CH:12]=1>C(O)C.[Pd]>[NH2:8][C:6]1[CH:5]=[CH:4][C:3]([C:11]2[CH:16]=[CH:15][CH:14]=[CH:13][CH:12]=2)=[C:2]([CH3:1])[CH:7]=1. Reported procedure: 2-Methyl-4-nitro-1-phenylbenzene (12.7 gm, 60 mmol) was dissolved in ethanol (260 mL) and hydrogenated over 10% palladium on charcoal (1.27gm) at 3 bar and 20° C. for 2 h. The mixture was filtered through Arbocel filter aid, washing with ethyl acetate. The filtrate was concentrated under reduced pressure to give 4-amino-2-methyl-1-phenylbenzene (10.49 gm, 95%) as a pinkish brown oil. Reactants: ClC1=NC2=CC=CC=C2C=C1[N+](=O)[O-] (2-chloro-3-nitroquinoline), NC1=CC=C(C=C1)O (4-aminophenol), Cl (hydrochloric acid). The solvent is C(C)#N (acetonitrile). The product is [N+](=O)([O-])C=1C(=NC2=CC=CC=C2C1)NC1=CC=C(C=C1)O (4-[N-(3-nitro-2-quinolinyl)amino]phenol). RXN SMILES: Cl[C:2]1[C:11]([N+:12]([O-:14])=[O:13])=[CH:10][C:9]2[C:4](=[CH:5][CH:6]=[CH:7][CH:8]=2)[N:3]=1.[NH2:15][C:16]1[CH:21]=[CH:20][C:19]([OH:22])=[CH:18][CH:17]=1.Cl>C(#N)C>[N+:12]([C:11]1[C:2]([NH:15][C:16]2[CH:21]=[CH:20][C:19]([OH:22])=[CH:18][CH:17]=2)=[N:3][C:4]2[C:9]([CH:10]=1)=[CH:8][CH:7]=[CH:6][CH:5]=2)([O-:14])=[O:13]. Reported procedure: A mixture of 2-chloro-3-nitroquinoline [0.35 g, prepared by the method of Kaneko, Chem. Pharm. Bull. (Tokyo) 7, 273 (1959)], 4-aminophenol (0.6 g), acetonitrile (20 ml) and dilute hydrochloric acid (30 ml, 1 M) was heated under reflux for 16 hours. The resulting deep orange solution was concentrated under reduced pressure (to 20 ml) and extracted with ethyl acetate (50 ml). The ethyl acetate extract was dried and evaporated to give 4-[N-(3-nitro-2-quinolinyl)amino]phenol as an organge solid, mp ... Starting materials: CO, COc1cc([N+](=O)[O-])cc(O)c1OC. Product: COc1cc(N)cc(O)c1OC. Reaction SMILES: [CH3:15][OH:16].[CH3:1][O:2][c:3]1[c:4]([OH:14])[cH:5][c:6]([N+:11]([O-:12])=[O:13])[cH:7][c:8]1[O:9][CH3:10]>>[CH3:1][O:2][c:3]1[c:4]([OH:14])[cH:5][c:6]([NH2:11])[cH:7][c:8]1[O:9][CH3:10].